From a dataset of the Open Reaction Database (ORD), a public repository of structured organic reaction records. describe an organic reaction: reactants, conditions, products, and yield Starting materials: [N+](=O)(O)[O-] (HNO3), C([O-])(O)=O.[Na+] (sodium bicarbonate), CC=1C=C(C=CC1)C(F)(F)F (3-methyl benzotrifluoride), O (water). Run in C(Cl)Cl (methylene chloride), C(Cl)Cl (methylene chloride). Conditions: temperature 15 celsius. The product is [N+](=O)([O-])C1=C(C=CC=C1C)C(F)(F)F (2-Nitro-3-Methyl Benzotrifluoride). RXN SMILES: [CH3:1][C:2]1[CH:3]=[C:4]([C:8]([F:11])([F:10])[F:9])[CH:5]=[CH:6][CH:7]=1.[N+:12]([O-])([OH:14])=[O:13].O.C(=O)(O)[O-].[Na+]>C(Cl)Cl>[N+:12]([C:3]1[C:2]([CH3:1])=[CH:7][CH:6]=[CH:5][C:4]=1[C:8]([F:9])([F:10])[F:11])([O-:14])=[O:13] |f:3.4|. Reported procedure: 2 gms of 3-methyl benzotrifluoride is dissolved in 5 mls of methylene chloride and added dropwise with stirring at -20° C. to -25° C. to 6 gms of 98% HNO3 dissolved in 10 ml methylene chloride. After addition, the reaction was allowed to finish by warming the mixture to 15° C. After treatment with ice and water followed by sodium bicarbonate wash, near quantitative yield was recovered. Isomer distribution was as follows: Starting materials: CSC (Dimethylsulfide), O (water), C(CCC)OCCOC1=CC=C(C=C1)C=1C=CC2=C(C=C(CCN2CC(C)C)C(=O)NC2=CC=C(C=C2)SCC=2N=CN(C2C)CCC)C1 (7-[4-(2-butoxyethoxy)phenyl]-1-isobutyl-N-[4-[[(5-methyl-1-propylimidazol-4-yl)methyl]sulfanyl]phenyl]-2,3-dihydro-1H-1-benzazepine-4-carboxamide), solution, ClC1=CC(=CC=C1)C(=O)OO (3-chloroperbenzoic acid). Run in ClCCl (dichloromethane), ClCCl (dichloromethane). Reaction conditions: time 30 minute. The product is C(CCC)OCCOC1=CC=C(C=C1)C=1C=CC2=C(C=C(CCN2CC(C)C)C(=O)NC2=CC=C(C=C2)S(=O)CC=2N=CN(C2C)CCC)C1 (7-[4-(2-butoxyethoxy)phenyl]-1-isobutyl-N-[4-[[(5-methyl-1-propylimidazol-4-yl)methyl]sulfinyl]phenyl]-2,3-dihydro-1H-1-benzazepine-4-carboxamide). The yield is 58.6%. RXN SMILES: [CH2:1]([O:5][CH2:6][CH2:7][O:8][C:9]1[CH:14]=[CH:13][C:12]([C:15]2[CH:16]=[CH:17][C:18]3[N:24]([CH2:25][CH:26]([CH3:28])[CH3:27])[CH2:23][CH2:22][C:21]([C:29]([NH:31][C:32]4[CH:37]=[CH:36][C:35]([S:38][CH2:39][C:40]5[N:41]=[CH:42][N:43]([CH2:46][CH2:47][CH3:48])[C:44]=5[CH3:45])=[CH:34][CH:33]=4)=[O:30])=[CH:20][C:19]=3[CH:49]=2)=[CH:11][CH:10]=1)[CH2:2][CH2:3][CH3:4].ClC1C=CC=C(C(OO)=[O:58])C=1.CSC.O>ClCCl>[CH2:1]([O:5][CH2:6][CH2:7][O:8][C:9]1[CH:10]=[CH:11][C:12]([C:15]2[CH:16]=[CH:17][C:18]3[N:24]([CH2:25][CH:26]([CH3:27])[CH3:28])[CH2:23][CH2:22][C:21]([C:29]([NH:31][C:32]4[CH:33]=[CH:34][C:35]([S:38]([CH2:39][C:40]5[N:41]=[CH:42][N:43]([CH2:46][CH2:47][CH3:48])[C:44]=5[CH3:45])=[O:58])=[CH:36][CH:37]=4)=[O:30])=[CH:20][C:19]=3[CH:49]=2)=[CH:13][CH:14]=1)[CH2:2][CH2:3][CH3:4]. Procedure: To a solution of 7-[4-(2-butoxyethoxy)phenyl]-1-isobutyl-N-[4-[[(5-methyl-1-propylimidazol-4-yl)methyl]sulfanyl]phenyl]-2,3-dihydro-1H-1-benzazepine-4-carboxamide (220 mg) in dichloromethane (10 ml) was added dropwise 70% solution of 3-chloroperbenzoic acid (119 mg) in dichloromethane (10 ml) at −78° C., and the mixture was stirred for 30 minutes at the same temperature. Dimethylsulfide (0.1 ml) was added to the mixture and the mixture was allowed to be at room temperature, and stirred for 30 mi...